This data is from the Open Reaction Database (ORD), a public repository of structured organic reaction records. The task is: describe an organic reaction: reactants, conditions, products, and yield The reactants are BrC(Br)(Br)Br, CCCCCCCCCCCCSCCCO, ClCCl, c1ccc(P(c2ccccc2)c2ccccc2)cc1. Yields the product CCCCCCCCCCCCSCCCBr. As a reaction SMILES: [C:18]([Br:19])([Br:20])([Br:21])[Br:22].[CH2:1]([CH2:2][CH2:3][CH2:4][CH2:5][CH2:6][CH2:7][CH2:8][CH2:9][CH2:10][CH2:11][CH3:12])[S:13][CH2:14][CH2:15][CH2:16][OH:17].[Cl:42][CH2:43][Cl:44].[c:23]1([P:24]([c:25]2[cH:26][cH:27][cH:28][cH:29][cH:30]2)[c:31]2[cH:32][cH:33][cH:34][cH:35][cH:36]2)[cH:37][cH:38][cH:39][cH:40][cH:41]1>>[CH2:1]([CH2:2][CH2:3][CH2:4][CH2:5][CH2:6][CH2:7][CH2:8][CH2:9][CH2:10][CH2:11][CH3:12])[S:13][CH2:14][CH2:15][CH2:16][Br:19]. Reactants: CC1(C(CC=C1C)CC=CC(=O)OCC)C (Ethyl 4-(2,2,3-trimethylcyclopent-3-enyl)but-2-enoate), C1CCOC1 (THF). Run in [OH-].[Na+] (NaOH), [OH-].[Na+] (NaOH). Conditions: temperature 83 celsius. The product is CC1(C(CC=C1C)CC=CC(=O)O)C (4-(2,2,3-trimethylcyclopent-3-enyl)but-2-enoic acid). The yield is 90.4%. RXN SMILES: [CH3:1][C:2]1([CH3:16])[C:6]([CH3:7])=[CH:5][CH2:4][CH:3]1[CH2:8][CH:9]=[CH:10][C:11]([O:13]CC)=[O:12].C1COCC1>[OH-].[Na+]>[CH3:1][C:2]1([CH3:16])[C:6]([CH3:7])=[CH:5][CH2:4][CH:3]1[CH2:8][CH:9]=[CH:10][C:11]([OH:13])=[O:12] |f:2.3|. Procedure details: Ethyl 4-(2,2,3-trimethylcyclopent-3-enyl)but-2-enoate (2.0 g, 9.0 mmol) was added to THF (10 ml) in a 50 ml round bottom flask. Aqueous 1 N NaOH (10 ml) was then added to the flask and the reaction mixture was refluxed at 83° C. for 19 h. Upon completion of the reaction, the reaction mixture was diluted with 1 N NaOH (10 ml) and the aqueous layer was washed twice with MTBE (10 ml×2). The aqueous layer was treated with aqueous 1.0 N HCl until it reached a pH of about 3 (for example from 2 to 4), ... Reactants: [BH4-], CO, COc1ccc(C=O)cc1OCc1nc(-c2ccccc2)oc1C, [Na+], C1CCOC1, O. The product is COc1ccc(CO)cc1OCc1nc(-c2ccccc2)oc1C. As a reaction SMILES: [BH4-:1].[CH3:32][OH:33].[CH3:3][O:4][c:5]1[c:6]([O:13][CH2:14][c:15]2[n:16][c:17](-[c:21]3[cH:22][cH:23][cH:24][cH:25][cH:26]3)[o:18][c:19]2[CH3:20])[cH:7][c:8]([CH:9]=[O:10])[cH:11][cH:12]1.[Na+:2].[O:27]1[CH2:28][CH2:29][CH2:30][CH2:31]1.[OH2:34]>>[CH3:3][O:4][c:5]1[c:6]([O:13][CH2:14][c:15]2[n:16][c:17](-[c:21]3[cH:22][cH:23][cH:24][cH:25][cH:26]3)[o:18][c:19]2[CH3:20])[cH:7][c:8]([CH2:9][OH:10])[cH:11][cH:12]1. The reactants are CI, C=CCn1c(Cl)nc2c1c(=O)[nH]c(=O)n2COCCOC, [Na+], [Na+], O=C([O-])[O-], CN(C)C=O. The product is C=CCn1c(Cl)nc2c1c(=O)n(C)c(=O)n2COCCOC. RXN SMILES: [CH3:28][I:29].[Cl:1][c:2]1[n:3][c:4]2[n:5]([CH2:16][O:17][CH2:18][CH2:19][O:20][CH3:21])[c:6](=[O:15])[nH:7][c:8](=[O:14])[c:9]2[n:10]1[CH2:11][CH:12]=[CH2:13].[Na+:22].[Na+:23].[O-:24][C:25](=[O:26])[O-:27].[O:30]=[CH:31][N:32]([CH3:33])[CH3:34]>>[Cl:1][c:2]1[n:3][c:4]2[n:5]([CH2:16][O:17][CH2:18][CH2:19][O:20][CH3:21])[c:6](=[O:15])[n:7]([CH3:25])[c:8](=[O:14])[c:9]2[n:10]1[CH2:11][CH:12]=[CH2:13]. Starting materials: Cc1ccccc1, Nc1ccc(C(F)(F)F)cc1, CCC(=O)CC(=O)OC. Yields the product CCC(=O)CC(=O)Nc1ccc(C(F)(F)F)cc1. Reaction SMILES: [CH3:21][c:22]1[cH:23][cH:24][cH:25][cH:26][cH:27]1.[F:10][C:11]([c:12]1[cH:13][cH:14][c:15]([NH2:16])[cH:17][cH:18]1)([F:19])[F:20].[O:1]=[C:2]([CH2:3][C:4]([O:6][CH3:5])=[O:7])[CH2:8][CH3:9]>>[O:1]=[C:2]([CH2:3][C:4](=[O:6])[NH:16][c:15]1[cH:14][cH:13][c:12]([C:11]([F:10])([F:19])[F:20])[cH:18][cH:17]1)[CH2:8][CH3:9]. Reactants: ClC1=NC=CC=2C1=CN(N2)C2=C(C=CC=C2Cl)Cl (4-chloro-2-(2,6-dichlorophenyl)-2H-pyrazolo[4,3-c]pyridine), NC1=CC(=NC=N1)C(C)O (1-(6-aminopyrimidin-4-yl)-ethanol), CC1(C2=C(C(=CC=C2)P(C3=CC=CC=C3)C4=CC=CC=C4)OC5=C(C=CC=C51)P(C6=CC=CC=C6)C7=CC=CC=C7)C (Xantphos), C([O-])([O-])=O.[Cs+].[Cs+] (cesium carbonate). The reagents and catalysts are C=1C=CC(=CC1)/C=C/C(=O)/C=C/C2=CC=CC=C2.C=1C=CC(=CC1)/C=C/C(=O)/C=C/C2=CC=CC=C2.C=1C=CC(=CC1)/C=C/C(=O)/C=C/C2=CC=CC=C2.[Pd].[Pd] (Pd2(dba)3). Solvent: O1CCOCC1 (dioxane). Conditions: temperature 150 celsius. Yields the product ClC1=C(C(=CC=C1)Cl)N1N=C2C(C(=NC=C2)NC2=CC(=NC=N2)C(C)O)=C1 (1-{6-[2-(2,6-Dichlorophenyl)-2H-pyrazolo[4,3-c]pyridin-4-ylamino]-pyrimidin-4-yl}-ethanol). Isolated yield 17.4%. As a reaction SMILES: Cl[C:2]1[C:7]2=[CH:8][N:9]([C:11]3[C:16]([Cl:17])=[CH:15][CH:14]=[CH:13][C:12]=3[Cl:18])[N:10]=[C:6]2[CH:5]=[CH:4][N:3]=1.[NH2:19][C:20]1[N:25]=[CH:24][N:23]=[C:22]([CH:26]([OH:28])[CH3:27])[CH:21]=1.CC1(C)C2C(=C(P(C3C=CC=CC=3)C3C=CC=CC=3)C=CC=2)OC2C(P(C3C=CC=CC=3)C3C=CC=CC=3)=CC=CC1=2.C(=O)([O-])[O-].[Cs+].[Cs+]>O1CCOCC1.C1C=CC(/C=C/C(/C=C/C2C=CC=CC=2)=O)=CC=1.C1C=CC(/C=C/C(/C=C/C2C=CC=CC=2)=O)=CC=1.C1C=CC(/C=C/C(/C=C/C2C=CC=CC=2)=O)=CC=1.[Pd].[Pd]>[Cl:18][C:12]1[CH:13]=[CH:14][CH:15]=[C:16]([Cl:17])[C:11]=1[N:9]1[CH:8]=[C:7]2[C:2]([NH:19][C:20]3[N:25]=[CH:24][N:23]=[C:22]([CH:26]([OH:28])[CH3:27])[CH:21]=3)=[N:3][CH:4]=[CH:5][C:6]2=[N:10]1 |f:3.4.5,7.8.9.10.11|. Reported procedure: A mixture of 4-chloro-2-(2,6-dichlorophenyl)-2H-pyrazolo[4,3-c]pyridine (133 mg, 0.445 mmol), 1-(6-aminopyrimidin-4-yl)-ethanol (65 mg, 0.467 mmol), Pd2(dba)3 (20 mg, 0.022 mmol), Xantphos (26 mg, 0.045 mmol) and cesium carbonate (290 mg, 0.89 mmol) in dioxane (3.5 mL) was de-gassed and purged with nitrogen and the reaction mixture was heated at 150° C. in the microwave for 30 minutes. The resultant mixture was filtered and washed with dioxane. The filtrate was concentrated under reduced pressur...